This data is from the Open Reaction Database (ORD), a public repository of structured organic reaction records. The task is: describe an organic reaction: reactants, conditions, products, and yield The reactants are NC1CCN(CC1)CCN1C(COC2=C1C=CC=C2)=O (4-[2-(4-Aminopiperidin-1-yl)ethyl]-2H-1,4-benzoxazin-3(4H)-one), NC1CCN(CC1)CCN1C(COC2=C1C=CC=C2)=O (4-[2-(4-Aminopiperidin-1-yl)ethyl]-2H-1,4-benzoxazin-3(4H)-one), O1CCOC=2C=NC(=CC21)C=O (2,3-dihydro[1,4]dioxino[2,3-c]pyridine-7-carbaldehyde), C(#N)[BH3-].[Na+] (sodium cyanoborohydride). Product: O1CCOC=2C=NC(=CC21)CNC2CCN(CC2)CCN2C(COC1=C2C=CC=C1)=O (4-(2-{4-[(2,3-Dihydro[1,4]dioxino[2,3-c]pyridin-7-ylmethyl)amino]piperidin-1-yl}ethyl)-2H-1,4-benzoxazin-3(4H)-one). As a reaction SMILES: [NH2:1][CH:2]1[CH2:7][CH2:6][N:5]([CH2:8][CH2:9][N:10]2[C:15]3[CH:16]=[CH:17][CH:18]=[CH:19][C:14]=3[O:13][CH2:12][C:11]2=[O:20])[CH2:4][CH2:3]1.[O:21]1[C:30]2[CH:29]=[C:28]([CH:31]=O)[N:27]=[CH:26][C:25]=2[O:24][CH2:23][CH2:22]1.C([BH3-])#N.[Na+]>>[O:21]1[C:30]2[CH:29]=[C:28]([CH2:31][NH:1][CH:2]3[CH2:7][CH2:6][N:5]([CH2:8][CH2:9][N:10]4[C:15]5[CH:16]=[CH:17][CH:18]=[CH:19][C:14]=5[O:13][CH2:12][C:11]4=[O:20])[CH2:4][CH2:3]3)[N:27]=[CH:26][C:25]=2[O:24][CH2:23][CH2:22]1 |f:2.3|. Procedure details: 4-[2-(4-Aminopiperidin-1-yl)ethyl]-2H-1,4-benzoxazin-3(4H)-one (Intermediate 97), 2,3-dihydro[1,4]dioxino[2,3-c]pyridine-7-carbaldehyde (WO 2004/058144) and sodium cyanoborohydride were reacted as described for Example 21 to give the product as a off-white solid, 81 mg (16%). Reactants: bromo, ClC1=CC=C(CCN2CCC(CC2)=O)C=C1 (1-(4-chlorophenethyl)-4-piperidone), [NH4+].[Cl-] (NH4Cl), [Mg] (magnesium), BrC=1N(C=CC1)CC1=C(C=CC=C1)F (2-bromo-1-(2-fluorobenzyl) pyrrole). The reagents and catalysts are BrC(C)Br (dibromoethane), solution. Solvent: O1CCCC1 (tetrahydrofuran), CCOCC (ether), O1CCCC1 (THF). Product: ClC1=CC=C(CCN2CCC(CC2)(O)C=2N(C=CC2)CC2=C(C=CC=C2)F)C=C1 (1-(4-chlorophenethyl)-4-[1-(2-fluorobenzyl)pyrrol-2-yl]-4-piperidinol). Isolated yield 51.9%. As a reaction SMILES: [Mg].Br[C:3]1[N:4]([CH2:8][C:9]2[CH:14]=[CH:13][CH:12]=[CH:11][C:10]=2[F:15])[CH:5]=[CH:6][CH:7]=1.[Cl:16][C:17]1[CH:31]=[CH:30][C:20]([CH2:21][CH2:22][N:23]2[CH2:28][CH2:27][C:26](=[O:29])[CH2:25][CH2:24]2)=[CH:19][CH:18]=1.[NH4+].[Cl-]>O1CCCC1.CCOCC.BrC(Br)C>[Cl:16][C:17]1[CH:18]=[CH:19][C:20]([CH2:21][CH2:22][N:23]2[CH2:24][CH2:25][C:26]([C:3]3[N:4]([CH2:8][C:9]4[CH:14]=[CH:13][CH:12]=[CH:11][C:10]=4[F:15])[CH:5]=[CH:6][CH:7]=3)([OH:29])[CH2:27][CH2:28]2)=[CH:30][CH:31]=1 |f:3.4|. Procedure: To a suspension of magnesium turnings (1.0 g, 0.04 mole) in 25 ml tetrahydrofuran (THF) and 10 ml ether, was added a few drops of a solution of 2-bromo-1-(2-fluorobenzyl) pyrrole (10.0 g, 0.04 mole) in 30 ml THF. The reaction was initiated with a few drops of dibromoethane and heat, and reflux was maintained by the addition of the bromo compound after stirring at reflux for 30 minutes, the mixture was cooled with an ice-bath; then a solution of 1-(4-chlorophenethyl)-4-piperidone (5.0 g, 0.021 mo... Reactants: CC(CN1CCN(CC1)C(=O)OC\1C(CCC(CC(=O)OC(C(/C=C1)C)\C(=C\C=C\C(CC1C(C(C(CC)O[Si](CC)(CC)CC)C)O1)(O[Si](CC)(CC)CC)C)\C)O[Si](CC)(CC)CC)C)(C)C ((8E,12E,14E)-7-((4-(2,2-dimethylpropyl)piperazin-1-yl)carbonyl)oxy-6,10,12,16,20-pentamethyl-3,16,21-tris(triethylsiloxy)-18,19-epoxytricosa-8,12,14-trien-11-olide), [F-].C(CCC)[N+](CCCC)(CCCC)CCCC (Tetrabutylammonium fluoride). The solvent is O1CCCC1 (tetrahydrofuran), C(C)(=O)OCC (ethyl acetate). Run at time 2 hour. Product: CC(CN1CCN(CC1)C(=O)OC\1C(CCC(CC(=O)OC(C(/C=C1)C)\C(=C\C=C\C(CC1C(C(C(CC)O)C)O1)(C)O)\C)O)C)(C)C ((8E,12E,14E)-7-((4-(2,2-dimethylpropyl)piperazin-1-yl)carbonyl)oxy-3,16,21-trihydroxy-6,10,12,16,20-pentamethyl-18,19-epoxytricosa-8,12,14-trien-11-olide). The yield is 98.0%. RXN SMILES: [CH3:1][C:2]([CH3:69])([CH3:68])[CH2:3][N:4]1[CH2:9][CH2:8][N:7]([C:10]([O:12][CH:13]2[CH:14]([CH3:67])[CH2:15][CH2:16][CH:17]([O:59][Si](CC)(CC)CC)[CH2:18][C:19]([O:21][CH:22](/[C:27](/[CH3:58])=[CH:28]/[CH:29]=[CH:30]/[C:31]([CH3:57])([O:49][Si](CC)(CC)CC)[CH2:32][CH:33]3[O:48][CH:34]3[CH:35]([CH3:47])[CH:36]([O:39][Si](CC)(CC)CC)[CH2:37][CH3:38])[CH:23]([CH3:26])[CH:24]=[CH:25]2)=[O:20])=[O:11])[CH2:6][CH2:5]1.[F-].C([N+](CCCC)(CCCC)CCCC)CCC>O1CCCC1.C(OCC)(=O)C>[CH3:69][C:2]([CH3:1])([CH3:68])[CH2:3][N:4]1[CH2:9][CH2:8][N:7]([C:10]([O:12][CH:13]2[CH:14]([CH3:67])[CH2:15][CH2:16][CH:17]([OH:59])[CH2:18][C:19]([O:21][CH:22](/[C:27](/[CH3:58])=[CH:28]/[CH:29]=[CH:30]/[C:31]([OH:49])([CH3:57])[CH2:32][CH:33]3[O:48][CH:34]3[CH:35]([CH3:47])[CH:36]([OH:39])[CH2:37][CH3:38])[CH:23]([CH3:26])[CH:24]=[CH:25]2)=[O:20])=[O:11])[CH2:6][CH2:5]1 |f:1.2|. Procedure details: A solution of (8E,12E,14E)-7-((4-(2,2-dimethylpropyl)piperazin-1-yl)carbonyl)oxy-6,10,12,16,20-pentamethyl-3,16,21-tris(triethylsiloxy)-18,19-epoxytricosa-8,12,14-trien-11-olide (9.7 mg, 9.5 μmol) in tetrahydrofuran (1 mL) was cooled to 5° C. Tetrabutylammonium fluoride (1.0M solution in tetrahydrofuran, 31 μL, 31 μmol) was added dropwise to the reaction mixture, and the reaction mixture was stirred at room temperature for two hours. The reaction mixture was diluted with ethyl acetate, and then ... Starting materials: COc1ccc(CNCc2ccc(OC)cc2)cc1, CN1CCCC1=O, CCN(C(C)C)C(C)C, CC(C)Cc1cn2c(n1)c(Cl)nc1ccccc12, O. Product: COc1ccc(CN(Cc2ccc(OC)cc2)c2nc3ccccc3n3cc(CC(C)C)nc23)cc1. As a reaction SMILES: [CH3:28][O:29][c:30]1[cH:31][cH:32][c:33]([CH2:34][NH:35][CH2:36][c:37]2[cH:38][cH:39][c:40]([O:43][CH3:44])[cH:41][cH:42]2)[cH:45][cH:46]1.[CH3:48][N:49]1[C:50](=[O:51])[CH2:52][CH2:53][CH2:54]1.[CH:19]([N:20]([CH2:21][CH3:22])[CH:23]([CH3:24])[CH3:25])([CH3:26])[CH3:27].[Cl:1][c:2]1[c:3]2[n:4]([c:5]3[cH:6][cH:7][cH:8][cH:9][c:10]3[n:11]1)[cH:12][c:13]([CH2:15][CH:16]([CH3:17])[CH3:18])[n:14]2.[OH2:47]>>[c:2]1([N:35]([CH2:34][c:33]2[cH:32][cH:31][c:30]([O:29][CH3:28])[cH:46][cH:45]2)[CH2:36][c:37]2[cH:38][cH:39][c:40]([O:43][CH3:44])[cH:41][cH:42]2)[c:3]2[n:4]([c:5]3[cH:6][cH:7][cH:8][cH:9][c:10]3[n:11]1)[cH:12][c:13]([CH2:15][CH:16]([CH3:17])[CH3:18])[n:14]2. The reactants are ClC1=CC=C2C(C(=O)OC(N2)=O)=C1 (5-chloroisatoic anhydride), C(C)N(CCCN)CC (3-diethylamino- 1-propylamine). Run in O1CCOCC1 (dioxane). The product is NC1=C(C(=O)NCCCN(CC)CC)C=C(C=C1)Cl (2-amino-5-chloro-N-[3-(diethylamino)propyl]benzamide). Reaction SMILES: [Cl:1][C:2]1[CH:13]=[C:6]2[C:7]([O:9]C(=O)[NH:11][C:5]2=[CH:4][CH:3]=1)=O.[CH2:14]([N:16]([CH2:21][CH3:22])[CH2:17][CH2:18][CH2:19][NH2:20])[CH3:15]>O1CCOCC1>[NH2:11][C:5]1[CH:4]=[CH:3][C:2]([Cl:1])=[CH:13][C:6]=1[C:7]([NH:20][CH2:19][CH2:18][CH2:17][N:16]([CH2:21][CH3:22])[CH2:14][CH3:15])=[O:9]. Procedure: A solution containing 4.00 grammes (20.3 mmoles) of 5-chloroisatoic anhydride in 25 ml of dioxane at room temperature is joined by 4.80 ml (30.4 mmoles) of 3-diethylamino- 1-propylamine.